From a dataset of the Open Reaction Database (ORD), a public repository of structured organic reaction records. describe an organic reaction: reactants, conditions, products, and yield Reactants: Cc1ccnc(Nc2cccc(-c3ccc(C=O)s3)n2)c1, C1CCOC1, O. The product is Cc1ccnc(Nc2cccc(-c3ccc(C(C)O)s3)n2)c1. Reaction SMILES: [CH3:1][c:2]1[cH:3][c:4]([NH:8][c:9]2[cH:10][cH:11][cH:12][c:13](-[c:15]3[cH:16][cH:17][c:18]([CH:20]=[O:21])[s:19]3)[n:14]2)[n:5][cH:6][cH:7]1.[O:23]1[CH2:24][CH2:27][CH2:26][CH2:25]1.[OH2:22]>>[CH3:1][c:2]1[cH:3][c:4]([NH:8][c:9]2[cH:10][cH:11][cH:12][c:13](-[c:15]3[cH:16][cH:17][c:18]([CH:20]([OH:21])[CH3:24])[s:19]3)[n:14]2)[n:5][cH:6][cH:7]1. RXN SMILES: [CH3:21][CH2:22][O:23][C:24]([CH3:25])=[O:26].[Cl:1][c:2]1[c:3]2[c:4]([n:5][cH:6][n:7]1)[n:8]([CH:11]([CH2:12][CH2:13][Cl:14])[c:15]1[cH:16][cH:17][cH:18][cH:19][cH:20]1)[cH:9][cH:10]2>>[cH:2]1[c:3]2[c:4]([n:5][cH:6][n:7]1)[n:8]([CH:11]([CH2:12][CH2:13][Cl:14])[c:15]1[cH:16][cH:17][cH:18][cH:19][cH:20]1)[cH:9][cH:10]2. Product: ClCCC(c1ccccc1)n1ccc2cncnc21. Starting materials: CCOC(C)=O, ClCCC(c1ccccc1)n1ccc2c(Cl)ncnc21.